This data is from the Open Reaction Database (ORD), a public repository of structured organic reaction records. The task is: describe an organic reaction: reactants, conditions, products, and yield Reactants: C1(OC(C2=CC=CC=C12)=O)=O (isobenzofuran-1,3-dione), C1CC(CCC1N)O ((1r,4r)-4-aminocyclohexanol), O (water). Run in C1(=CC=CC=C1)C (toluene), CN(C)C=O (DMF). Yields the product C1CC(CCC1N2C(=O)C3=CC=CC=C3C2=O)O (2-((1r,4r)-4-Hydroxycyclohexyl)isoindoline-1,3-dione). The yield is 81.0%. RXN SMILES: [C:1]1(=[O:11])[C:9]2[C:4](=[CH:5][CH:6]=[CH:7][CH:8]=2)[C:3](=[O:10])O1.[CH2:12]1[CH:17]([NH2:18])[CH2:16][CH2:15][CH:14]([OH:19])[CH2:13]1.O>C1(C)C=CC=CC=1.CN(C=O)C>[CH2:16]1[CH:17]([N:18]2[C:3](=[O:10])[C:4]3[C:9](=[CH:8][CH:7]=[CH:6][CH:5]=3)[C:1]2=[O:11])[CH2:12][CH2:13][CH:14]([OH:19])[CH2:15]1. Reported procedure: To a stirring solution of isobenzofuran-1,3-dione (90 g, 0.6 mol) and (1r,4r)-4-aminocyclohexanol (70 g, 0.6 mol) in toluene (250 mL) and DMF (250 mL) was stirred at 130° C. overnight. The reaction was cooled to room temperature, water was added and the product was filtered, washed with water and dried under vacuum to give the desired product as a white solid, which was used for the next step without further purification (119 g, 0.48 mol, yield: 81%). 1H NMR (400 MHz, CDCl3) δ ppm 7.84-7.79 (m, ... Reactants: O=C(CBr)C(c1ccccc1)c1ccccc1, COc1ccccc1CN, CCN(C(C)C)C(C)C, C1CCOC1. Product: COc1ccccc1CNCC(=O)C(c1ccccc1)c1ccccc1. RXN SMILES: [Br:1][CH2:2][C:3]([CH:4]([c:5]1[cH:6][cH:7][cH:8][cH:9][cH:10]1)[c:11]1[cH:12][cH:13][cH:14][cH:15][cH:16]1)=[O:17].[CH3:18][O:19][c:20]1[c:21]([CH2:22][NH2:23])[cH:24][cH:25][cH:26][cH:27]1.[CH:28]([N:29]([CH2:30][CH3:31])[CH:32]([CH3:33])[CH3:34])([CH3:35])[CH3:36].[O:37]1[CH2:38][CH2:39][CH2:40][CH2:41]1>>[CH2:2]([C:3]([CH:4]([c:5]1[cH:6][cH:7][cH:8][cH:9][cH:10]1)[c:11]1[cH:12][cH:13][cH:14][cH:15][cH:16]1)=[O:17])[NH:23][CH2:22][c:21]1[c:20]([O:19][CH3:18])[cH:27][cH:26][cH:25][cH:24]1. Reactants: N[C@@H](CS)C(=O)O (L-Cysteine), C(CCCCCCCCC)O (decyl alcohol), Cl (HCl). Procedure details: L-Cysteine (157.4 g) is added to 250 ml of decyl alcohol saturated with dry HCl. The mixture is heated to 150° C. for 6 hours. The solution is cooled and then is mixed with an equal volume of ethyl acetate. The solution is cooled in a dry ice bath to give crystals. The crystals are filtered and are recrystallized from ethyl acetate, mp 96°-99° C., yield 100 g, IR (KBr) 1745 cm-1 ; NMR (CDCl3) δ8.4-9.2 (b, 3, NH330 ), 4.7 (t, 1, --CH--), 4.3 (t, 2, --OCH2 --), 3.4 (b, 2, --CH2S--), 1.0--3.0 (m, 1... Conditions: temperature 150 celsius. Run in C(C)(=O)OCC (ethyl acetate). RXN SMILES: [NH2:1][C@H:2]([C:5]([OH:7])=[O:6])[CH2:3][SH:4].[CH2:8](O)[CH2:9][CH2:10][CH2:11][CH2:12][CH2:13][CH2:14][CH2:15][CH2:16][CH3:17].[ClH:19]>C(OCC)(=O)C>[ClH:19].[CH2:8]([O:6][C:5](=[O:7])[C@H:2]([CH2:3][SH:4])[NH2:1])[CH2:9][CH2:10][CH2:11][CH2:12][CH2:13][CH2:14][CH2:15][CH2:16][CH3:17] |f:4.5|. The product is Cl.C(CCCCCCCCC)OC([C@@H](N)CS)=O (L-Cysteine decyl ester hydrochloride). Starting materials: CCC(NC(=O)OC(C)(C)C)C(=O)N(C)OC, [Cl-], [NH4+], C1CCOC1. Reaction SMILES: [CH3:1][O:2][N:3]([C:4](=[O:5])[CH:6]([CH2:7][CH3:8])[NH:9][C:10]([O:11][C:12]([CH3:13])([CH3:14])[CH3:15])=[O:16])[CH3:17].[Cl-:18].[NH4+:19].[O:20]1[CH2:21][CH2:24][CH2:23][CH2:22]1>>[C:4](=[O:5])([CH:6]([CH2:7][CH3:8])[NH:9][C:10]([O:11][C:12]([CH3:13])([CH3:14])[CH3:15])=[O:16])[CH3:21]. Product: CCC(NC(=O)OC(C)(C)C)C(C)=O.